Dataset: the Open Reaction Database (ORD), a public repository of structured organic reaction records. Task: describe an organic reaction: reactants, conditions, products, and yield Starting materials: Cc1ccnc(C#N)c1, CO, Cl. Product: Cc1ccnc(CN)c1. Reaction SMILES: [C:1](#[N:2])[c:3]1[n:4][cH:5][cH:6][c:7]([CH3:9])[cH:8]1.[CH3:10][OH:11].[ClH:12]>>[CH2:1]([NH2:2])[c:3]1[n:4][cH:5][cH:6][c:7]([CH3:9])[cH:8]1. Starting materials: ClCCCBr, O=C([O-])[O-], CCN1C(=O)C(C)(C)C(=O)N(C)c2cc(O)ccc21, [K+], [K+], O. Yields the product CCN1C(=O)C(C)(C)C(=O)N(C)c2cc(OCCCCl)ccc21. RXN SMILES: [Br:26][CH2:27][CH2:28][CH2:29][Cl:30].[C:20](=[O:21])([O-:22])[O-:23].[CH2:1]([CH3:2])[N:3]1[c:4]2[c:5]([cH:15][c:16]([OH:19])[cH:17][cH:18]2)[N:6]([CH3:14])[C:7](=[O:13])[C:8]([CH3:11])([CH3:12])[C:9]1=[O:10].[K+:24].[K+:25].[OH2:31]>>[CH2:1]([CH3:2])[N:3]1[c:4]2[c:5]([cH:15][c:16]([O:19][CH2:27][CH2:28][CH2:29][Cl:30])[cH:17][cH:18]2)[N:6]([CH3:14])[C:7](=[O:13])[C:8]([CH3:11])([CH3:12])[C:9]1=[O:10]. The reactants are C1(CCCCCN1)=O (caprolactam), S(=O)(=O)(OC)OC (dimethyl sulfate), ClC=1C=C(C=CC1)NN (3-chlorophenylhydrazine). Solvent: CO (methanol). Conditions: time 2 hour. Product: COS(=O)(=O)O.ClC=1C=C(C=CC1)NN=C1CCCCCN1 (caprolactam-(3-chlorophenylhydrazone) monomethylsulfate). Isolated yield 56.9%. Reaction SMILES: [C:1]1(=O)[NH:7][CH2:6][CH2:5][CH2:4][CH2:3][CH2:2]1.[S:9]([O:14]C)([O:12][CH3:13])(=[O:11])=[O:10].[Cl:16][C:17]1[CH:18]=[C:19]([NH:23][NH2:24])[CH:20]=[CH:21][CH:22]=1>CO>[CH3:13][O:12][S:9]([OH:14])(=[O:11])=[O:10].[Cl:16][C:17]1[CH:18]=[C:19]([NH:23][N:24]=[C:1]2[NH:7][CH2:6][CH2:5][CH2:4][CH2:3][CH2:2]2)[CH:20]=[CH:21][CH:22]=1 |f:4.5|. Procedure details: 56.6 G (0.5 mole) of caprolactam were fused and 63.1 g (0.5 mole) of dimethyl sulfate were allowed to run into the melt at 70° to 80°C. The mixture was kept at 80° to 90°C for a further 2 hours and cooled, and the viscous melt was taken up in 250 ml of methanol. Reaction with 72 g (0.5 mole) of 3-chlorophenylhydrazine was then carried out in the same manner as indicated in Example 1a, and 99.5 g (57% of theory) of caprolactam-(3-chlorophenylhydrazone) monomethylsulfate were obtained as colorless... The reactants are FC(C1=C(C=CC=C1C(F)(F)F)N)(F)F (2,3-Bis(trifluoromethyl)phenylamine), FC1=NC=CC=C1CN (C-(2-fluoro-pyridin-3-yl)methylamine), ClC1C(C=CC=C1Cl)(F)N=C=S (2,3-dichloro-1-fluorophenylisothiocyanate). Product: FC(C1=C(C=CC=C1C(F)(F)F)NC(=S)NCC=1C(=NC=CC1)F)(F)F (1-(2,3-bis(trifluoromethyl)phenyl)-3-(2-fluoropyridin-3-ylmethyl)thiourea). Yield: 90.0%. As a reaction SMILES: [F:1][C:2]([F:15])([F:14])[C:3]1[C:8]([C:9]([F:12])([F:11])[F:10])=[CH:7][CH:6]=[CH:5][C:4]=1[NH2:13].[F:16][C:17]1[C:22]([CH2:23][NH2:24])=[CH:21][CH:20]=[CH:19][N:18]=1.ClC1C(Cl)=CC=CC1(N=[C:35]=[S:36])F>>[F:1][C:2]([F:14])([F:15])[C:3]1[C:8]([C:9]([F:11])([F:12])[F:10])=[CH:7][CH:6]=[CH:5][C:4]=1[NH:13][C:35]([NH:24][CH2:23][C:22]1[C:17]([F:16])=[N:18][CH:19]=[CH:20][CH:21]=1)=[S:36]. Reported procedure: Prepared in 90% yield from the product of Example 197A and the product of Example 193C according to the procedure described for the product of Example 192D and Example 192G. Starting materials: COC1=C(CNC=2C3=C(N=CN2)N(C=C3)[C@@H]3C[C@@H]([C@H]2OC(O[C@H]23)(C)C)CNC(C)C)C=CC(=C1)OC (N-(2,4-dimethoxybenzyl)-7-((3aS,4R,6R,6aR)-6-((isopropylamino)methyl)-2,2-dimethyltetrahydro-3aH-cyclopenta[d][1,3]dioxol-4-yl)-7H-pyrrolo[2,3-d]pyrimidin-4-amine), ClCCCl (1,2-Dichloroethane), O=C1CC(C1)CCC(=O)OCC (ethyl 3-(3-oxocyclobutyl)propanoate), C(C)(=O)O (Acetic acid), C(C)(=O)O[BH-](OC(C)=O)OC(C)=O.[Na+] (Sodium triacetoxyborohydride). The solvent is C(Cl)Cl (CH2Cl2). Reaction conditions: time 6 day. Product: COC1=C(CNC=2C3=C(N=CN2)N(C=C3)[C@@H]3C[C@@H]([C@@H]2[C@H]3OC(O2)(C)C)CN(C2CC(C2)CCC(=O)OCC)C(C)C)C=CC(=C1)OC (ethyl 3-(3-((((3 aR,4R,6R,6aS)-6-(4-((2,4-dimethoxybenzyl)amino)-7H-pyrrolo[2,3-d]pyrimidin-7-yl)-2,2-dimethyltetrahydro-3aH-cyclopenta[d][1,3]dioxol-4-yl)methyl)(isopropyl)amino)cyclobutyl)propanoate). RXN SMILES: [CH3:1][O:2][C:3]1[CH:34]=[C:33]([O:35][CH3:36])[CH:32]=[CH:31][C:4]=1[CH2:5][NH:6][C:7]1[C:8]2[CH:15]=[CH:14][N:13]([C@H:16]3[C@H:23]4[C@H:19]([O:20][C:21]([CH3:25])([CH3:24])[O:22]4)[C@@H:18]([CH2:26][NH:27][CH:28]([CH3:30])[CH3:29])[CH2:17]3)[C:9]=2[N:10]=[CH:11][N:12]=1.ClCCCl.O=[C:42]1[CH2:45][CH:44]([CH2:46][CH2:47][C:48]([O:50][CH2:51][CH3:52])=[O:49])[CH2:43]1.C(O)(=O)C.C(O[BH-](OC(=O)C)OC(=O)C)(=O)C.[Na+]>C(Cl)Cl>[CH3:1][O:2][C:3]1[CH:34]=[C:33]([O:35][CH3:36])[CH:32]=[CH:31][C:4]=1[CH2:5][NH:6][C:7]1[C:8]2[CH:15]=[CH:14][N:13]([C@H:16]3[C@@H:23]4[O:22][C:21]([CH3:24])([CH3:25])[O:20][C@@H:19]4[C@@H:18]([CH2:26][N:27]([CH:28]([CH3:30])[CH3:29])[CH:42]4[CH2:45][CH:44]([CH2:46][CH2:47][C:48]([O:50][CH2:51][CH3:52])=[O:49])[CH2:43]4)[CH2:17]3)[C:9]=2[N:10]=[CH:11][N:12]=1 |f:4.5|. Procedure: A solution of N-(2,4-dimethoxybenzyl)-7-((3aS,4R,6R,6aR)-6-((isopropylamino)methyl)-2,2-dimethyltetrahydro-3aH-cyclopenta[d][1,3]dioxol-4-yl)-7H-pyrrolo[2,3-d]pyrimidin-4-amine (9.50 g, 15.3 mmol) in 1,2-Dichloroethane (75 mL, 950 mmol) was treated with ethyl 3-(3-oxocyclobutyl)propanoate (3.92 g, 23.0 mmol) and Acetic acid (1.0 mL, 18 mmol) dropwise followed by Sodium triacetoxyborohydride (4.58 g, 21.6 mmol) and the mixture was stirred at RT for 6 days. The reaction mixture was diluted with 15... Reactants: [BH4-], CCCCNCCCC, Cc1ccccc1, O=C1CCc2cccc(Cl)c2C1, [Na+]. Product: CCCCN(CCCC)C1CCc2cccc(Cl)c2C1. RXN SMILES: [BH4-:22].[CH2:13]([CH2:14][CH2:15][CH3:16])[NH:17][CH2:18][CH2:19][CH2:20][CH3:21].[CH3:24][c:25]1[cH:26][cH:27][cH:28][cH:29][cH:30]1.[Cl:1][c:2]1[cH:3][cH:4][cH:5][c:6]2[c:11]1[CH2:10][C:9](=[O:12])[CH2:8][CH2:7]2.[Na+:23]>>[Cl:1][c:2]1[cH:3][cH:4][cH:5][c:6]2[c:11]1[CH2:10][CH:9]([N:17]([CH2:13][CH2:14][CH2:15][CH3:16])[CH2:18][CH2:19][CH2:20][CH3:21])[CH2:8][CH2:7]2.